Dataset: the Open Reaction Database (ORD), a public repository of structured organic reaction records. Task: describe an organic reaction: reactants, conditions, products, and yield Reactants: C(C1CCCO1)Br (tetrahydrofurfuryl bromide), N1CCOCC1 (morpholine), [I-].[Na+] (sodium iodide), O1CCCC1 (tetrahydrofuran). The solvent is C(C)OCC (diethyl ether). Yields the product C(C1CCCO1)N1CCOCC1 (4-tetrahydrofurfurylmorpholine). Isolated yield 92.0%. Reaction SMILES: [CH2:1](Br)[CH:2]1[O:6][CH2:5][CH2:4][CH2:3]1.[NH:8]1[CH2:13][CH2:12][O:11][CH2:10][CH2:9]1.[I-].[Na+].O1CCCC1>C(OCC)C>[CH2:1]([N:8]1[CH2:13][CH2:12][O:11][CH2:10][CH2:9]1)[CH:2]1[O:6][CH2:5][CH2:4][CH2:3]1 |f:2.3|. Procedure details: A mixture of 165 g of tetrahydrofurfuryl bromide, 348 g of morpholine, 5 g of sodium iodide and 500 g of tetrahydrofuran was heated under reflux for 50 hours. After cooling, diethyl ether was added to the reaction solution, which was filtered, concentrated in vacuum and purified by vacuum distillation, whereby 158 g of 4-tetrahydrofurfuryl-morpholine, designated [B-44], was obtained (boiling point 64° C./15 Pa, yield: 92%). Reactants: C(C)OC(CCCOC1=C(C(=CC=C1)CCCCCCOC1=CC(=CC(=C1)C1=CSC=C1)OCC)CCC(=O)OCC)=O (4-[2-(2-ethoxycarbonyl-ethyl)-3-[6-(3-ethoxy-5-thiophen-3-yl-phenoxy)-hexyl]-phenoxy]-butyric acid ethyl ester), [OH-].[Na+] (sodium hydroxide). Yields the product C(=O)(O)CCC1=C(OCCCC(=O)O)C=CC=C1CCCCCCOC1=CC(=CC(=C1)C1=CSC=C1)OCC (4-[2-(2-carboxy-ethyl)-3-[6-(3-ethoxy-5-thiophen-3-yl-phenoxy)-hexyl]-phenoxy]-butyric acid). The yield is 98.1%. Reaction SMILES: C([O:3][C:4](=[O:43])[CH2:5][CH2:6][CH2:7][O:8][C:9]1[CH:14]=[CH:13][CH:12]=[C:11]([CH2:15][CH2:16][CH2:17][CH2:18][CH2:19][CH2:20][O:21][C:22]2[CH:27]=[C:26]([C:28]3[CH:32]=[CH:31][S:30][CH:29]=3)[CH:25]=[C:24]([O:33][CH2:34][CH3:35])[CH:23]=2)[C:10]=1[CH2:36][CH2:37][C:38]([O:40]CC)=[O:39])C.[OH-].[Na+]>>[C:38]([CH2:37][CH2:36][C:10]1[C:11]([CH2:15][CH2:16][CH2:17][CH2:18][CH2:19][CH2:20][O:21][C:22]2[CH:27]=[C:26]([C:28]3[CH:32]=[CH:31][S:30][CH:29]=3)[CH:25]=[C:24]([O:33][CH2:34][CH3:35])[CH:23]=2)=[CH:12][CH:13]=[CH:14][C:9]=1[O:8][CH2:7][CH2:6][CH2:5][C:4]([OH:43])=[O:3])([OH:40])=[O:39] |f:1.2|. Reported procedure: A similar procedure as described in Example 43, step 5 was used, starting from 4-[2-(2-ethoxycarbonyl-ethyl)-3-[6-(3-ethoxy-5-thiophen-3-yl-phenoxy)-hexyl]-phenoxy]-butyric acid ethyl ester (150 mg, 0.25 mmol) and 1.0 N aqueous sodium hydroxide (2.5 mL) to afford 4-[2-(2-carboxy-ethyl)-3-[6-(3-ethoxy-5-thiophen-3-yl-phenoxy)-hexyl]-phenoxy]-butyric acid (136 mg, 99%) as a light brown waxy solid: ES(+)-HRMS m/e calcd for C31H38O7S (M+H)+ 555.2411, found 555.2410. Run at temperature 20 celsius, time 24 hour. Starting materials: C([O-])([O-])=O.[K+].[K+] (potassium carbonate), P(=S)(OC)(OC)Cl (O,O-dimethyl chlorothiophosphate), C(#N)C=1SC(=CC1O)OCCCC (2-cyano-3-hydroxy-5-n-butoxy-thiophene). Product: C(#N)C=1SC(=CC1OP(=S)(OC)OC)OCCCC (2-cyano-3-(dimethoxythiophosphoryloxy)-5-n-butoxy-thiophene). As a reaction SMILES: C(=O)([O-])[O-].[K+].[K+].[P:7](Cl)([O:11][CH3:12])([O:9][CH3:10])=[S:8].[C:14]([C:16]1[S:17][C:18]([O:22][CH2:23][CH2:24][CH2:25][CH3:26])=[CH:19][C:20]=1[OH:21])#[N:15]>C(#N)C>[C:14]([C:16]1[S:17][C:18]([O:22][CH2:23][CH2:24][CH2:25][CH3:26])=[CH:19][C:20]=1[O:21][P:7]([O:11][CH3:12])([O:9][CH3:10])=[S:8])#[N:15] |f:0.1.2|. The yield is 68.9%. Procedure details: 7 g of potassium carbonate and 8 g of O,O-dimethyl chlorothiophosphate were added to a solution of 9.8 g of 2-cyano-3-hydroxy-5-n-butoxy-thiophene in 150 ml of acetonitrile and the mixture was stirred for 24 hours at 20° C. and was then filtered. The filtrate was evaporated to dryness and the residue was chromatographed over silica gel. Elution with benzene yielded 11 g of 2-cyano-3-(dimethoxythiophosphoryloxy)-5-n-butoxy-thiophene with a refractive index of nD20 = 1.5375. The solvent is C(C)#N (acetonitrile). The reactants are CC[SiH](CC)CC, O=C1CN(S(=O)(=O)c2ccc3cc(Cl)ccc3c2)CCN1N=C1CCN(c2ccncc2)CC1, O=C(O)C(F)(F)F. Product: O=C1CN(S(=O)(=O)c2ccc3cc(Cl)ccc3c2)CCN1NC1CCN(c2ccncc2)CC1. As a reaction SMILES: [CH2:35]([SiH:36]([CH2:37][CH3:38])[CH2:39][CH3:40])[CH3:41].[Cl:1][c:2]1[cH:3][c:4]2[cH:5][cH:6][c:7]([S:12](=[O:13])(=[O:14])[N:15]3[CH2:16][C:17](=[O:34])[N:18]([N:21]=[C:22]4[CH2:23][CH2:24][N:25]([c:28]5[cH:29][cH:30][n:31][cH:32][cH:33]5)[CH2:26][CH2:27]4)[CH2:19][CH2:20]3)[cH:8][c:9]2[cH:10][cH:11]1.[OH:42][C:43]([C:44]([F:45])([F:46])[F:47])=[O:48]>>[Cl:1][c:2]1[cH:3][c:4]2[cH:5][cH:6][c:7]([S:12](=[O:13])(=[O:14])[N:15]3[CH2:16][C:17](=[O:34])[N:18]([NH:21][CH:22]4[CH2:23][CH2:24][N:25]([c:28]5[cH:29][cH:30][n:31][cH:32][cH:33]5)[CH2:26][CH2:27]4)[CH2:19][CH2:20]3)[cH:8][c:9]2[cH:10][cH:11]1. The solvent is C(C)OCC (diethyl ether), O (Water), C(C)OCC (diethyl ether), C(C)OCC (diethyl ether). Conditions: temperature 20 celsius, time 4 hour. Reported procedure: A solution of 12.5 g (70 mmols) of the (+)-antipode of N-methyl-ephedrine in 140 ml of absolute diethyl ether is added dropwise, at 20° C., to a stirred suspension of 2.7 g (70 mmols) of lithium aluminum hydride in 70 ml of diethyl ether. The mixture is heated under reflux for 30 minutes and then cooled to 20° C., 17 g (140 mmols) of N-ethylaniline are added dropwise, and the mixture is allowed to boil under reflux for one hour. Thereafter, the reaction mixture is cooled to -70° C. A solution of... Starting materials: ( E )-isomer, C1(CCCCC1)C=C(C(C(C)(C)C)=O)N1N=CN=C1 (1-cyclohexyl-4,4-dimethyl-2-(1,2,4-triazol-1-yl)-pent-1-ene-3-one), C(C)NC1=CC=CC=C1 (N-ethylaniline), CC(C(C1=CC=CC=C1)O)N(C)C (N-methyl-ephedrine), [H-].[Al+3].[Li+].[H-].[H-].[H-] (lithium aluminum hydride), Cl (hydrochloric acid). Product: C1(CCCCC1)\C=C(/C(C(C)(C)C)O)\N1N=CN=C1 ((E)-1-cyclohexyl-4,4-dimethyl-3-hydroxy-2-(1,2,4-triazol-1-yl)-pent-1-ene). RXN SMILES: CC(N(C)C)C(O)C1C=CC=CC=1.[H-].[Al+3].[Li+].[H-].[H-].[H-].C(NC1C=CC=CC=1)C.[CH:29]1([CH:35]=[C:36]([N:43]2[CH:47]=[N:46][CH:45]=[N:44]2)[C:37](=[O:42])[C:38]([CH3:41])([CH3:40])[CH3:39])[CH2:34][CH2:33][CH2:32][CH2:31][CH2:30]1.Cl>C(OCC)C.O>[CH:29]1(/[CH:35]=[C:36](/[N:43]2[CH:47]=[N:46][CH:45]=[N:44]2)\[CH:37]([OH:42])[C:38]([CH3:41])([CH3:40])[CH3:39])[CH2:30][CH2:31][CH2:32][CH2:33][CH2:34]1 |f:1.2.3.4.5.6|. Reactants: Br[Mg]c1ccccc1 (effective_coupling_partner), COc1ccc(CCCO)cc1 (substrate). Reagents/catalysts: PPhCy2. Run at temperature 80 celsius, time 15 hour. Yields the product OCCCc2ccc(c1ccccc1)cc2. Reactants: [OH-].[Na+] (sodium hydroxide), C(CC)C1=NC2=C(N1CC1=CC3=C(\C(\C4=C(CC3)C=CC=C4)=C\C#N)C=C1)C=CC=C2 ((E)-[2-(2-Propylbenzimidazol-1-yl)methyl-10,11-dihydro-5H-dibenzo[a,d]cyclohepten-5-ylidene]acetonitrile), C(C)O (ethanol), Cl (hydrochloric acid). The product is C(CC)C1=NC2=C(N1CC1=CC3=C(\C(\C4=C(CC3)C=CC=C4)=C\C(=O)O)C=C1)C=CC=C2 ((E)-[2-(2-Propylbenzimidazol-1-yl)methyl-10,11-dihydro-5H-dibenzo[a,d]cyclohepten-5-ylidene]acetic acid). Isolated yield 89.0%. Reaction SMILES: [CH2:1]([C:4]1[N:8]([CH2:9][C:10]2[CH:27]=[CH:26][C:13]3/[C:14](=C/C#N)/[C:15]4[CH:22]=[CH:21][CH:20]=[CH:19][C:16]=4[CH2:17][CH2:18][C:12]=3[CH:11]=2)[C:7]2[CH:28]=[CH:29][CH:30]=[CH:31][C:6]=2[N:5]=1)[CH2:2][CH3:3].[OH-:32].[Na+].Cl.[CH2:35]([OH:37])[CH3:36]>>[CH2:1]([C:4]1[N:8]([CH2:9][C:10]2[CH:27]=[CH:26][C:13]3/[C:14](=[CH:36]/[C:35]([OH:32])=[O:37])/[C:15]4[CH:22]=[CH:21][CH:20]=[CH:19][C:16]=4[CH2:17][CH2:18][C:12]=3[CH:11]=2)[C:7]2[CH:28]=[CH:29][CH:30]=[CH:31][C:6]=2[N:5]=1)[CH2:2][CH3:3] |f:1.2|. Reported procedure: (E)-[2-(2-Propylbenzimidazol-1-yl)methyl-10,11-dihydro-5H-dibenzo[a,d]cyclohepten-5-ylidene]acetonitrile (260 mg, 0.64 mmol) obtained in Example 1 was dissolved in ethanol (2.5 mL), 10 mol/L aqueous sodium hydroxide solution (1 mL) was added, and the mixture was stirred under reflux for 24 hr. The mixture was neutralized with hydrochloric acid, and extracted with ethyl acetate. The organic layer was washed with brine, dried over anhydrous magnesium sulfate, and concentrated under reduced pressur...